This data is from the Open Reaction Database (ORD), a public repository of structured organic reaction records. The task is: describe an organic reaction: reactants, conditions, products, and yield Reaction SMILES: Cl.[C:2]1([CH:8]2[C:17]3[C:12](=[C:13](Cl)[CH:14]=[CH:15][CH:16]=3)[CH:11]([NH:19][C:20](=[O:22])[CH3:21])[N:10]([CH3:23])[CH2:9]2)[CH:7]=[CH:6][CH:5]=[CH:4][CH:3]=1.C(O)C.[NH:27]1[CH2:32][CH2:31][O:30][CH2:29][CH2:28]1.C(O)(=O)/C=C\C(O)=O>CO>[C:2]1([CH:8]2[C:17]3[C:12](=[C:13]([N:27]4[CH2:32][CH2:31][O:30][CH2:29][CH2:28]4)[CH:14]=[CH:15][CH:16]=3)[CH:11]([NH:19][C:20](=[O:22])[CH3:21])[N:10]([CH3:23])[CH2:9]2)[CH:7]=[CH:6][CH:5]=[CH:4][CH:3]=1 |f:0.1|. Procedure details: A mixture of 7 g (0.02 mole) of 4-phenyl-8-chloro-acetylamino-2-methyl-1,2,3,4-tetrahydro-isoquinoline-hydrochloride, 70 ml of ethanol and 20 ml (20.0 g, 0.23 mole) of morpholine is refluxed for 5 hours. The reaction mixture is evaporated in vacuo, the residue is dissolved in a mixture of 200 ml of water and 200 ml of ether, 30 ml of a 30% aqueous sodium hydroxide solution is added, the layers are separated and the aqueous phase is extracted four times with 200 ml of ether each. The united ether... The product is C1(=CC=CC=C1)C1CN(C(C2=C(C=CC=C12)N1CCOCC1)NC(C)=O)C (4-phenyl-2-methyl-8-morpholino-acetylamino-1,2,3,4-tetrahydro-isoquinoline). Run in CO (methanol). Isolated yield 70.0%. The reactants are Cl.C1(=CC=CC=C1)C1CN(C(C2=C(C=CC=C12)Cl)NC(C)=O)C (4-phenyl-8-chloro-acetylamino-2-methyl-1,2,3,4-tetrahydro-isoquinoline-hydrochloride), C(C)O (ethanol), N1CCOCC1 (morpholine), C(\C=C/C(=O)O)(=O)O (maleic acid). Starting materials: CCOC(C)=O, Clc1ncnc2c1cnn2C1CCCCO1, [H-], Nc1ccc(O)cc1, [Na+], CN(C)C=O. Yields the product Nc1ccc(Oc2ncnc3c2cnn3C2CCCCO2)cc1. As a reaction SMILES: [CH3:32][CH2:33][O:34][C:35](=[O:36])[CH3:37].[Cl:16][c:17]1[c:18]2[c:19]([n:20][cH:21][n:22]1)[n:23]([CH:26]1[O:27][CH2:28][CH2:29][CH2:30][CH2:31]1)[n:24][cH:25]2.[H-:15].[NH2:1][c:2]1[cH:3][cH:4][c:5]([OH:8])[cH:6][cH:7]1.[Na+:14].[O:9]=[CH:10][N:11]([CH3:12])[CH3:13]>>[NH2:1][c:2]1[cH:3][cH:4][c:5]([O:8][c:17]2[c:18]3[c:19]([n:20][cH:21][n:22]2)[n:23]([CH:26]2[O:27][CH2:28][CH2:29][CH2:30][CH2:31]2)[n:24][cH:25]3)[cH:6][cH:7]1. Reactants: C1(=CC=CC=C1)P(C1=CC=CC=C1)C1=CC=CC=C1 (Triphenylphosphine), ClSC=1C=C(C(=O)OCC)C=CC1OC (Ethyl 3-chlorosulfanyl-4-methoxybenzoate), Cl (hydrochloric acid). Solvent: C1(=CC=CC=C1)C (toluene). Run at time 4.5 hour. Yields the product COC1=C(C=C(C(=O)O)C=C1)SC (4-Methoxy-3-methylsulfanylbenzoic acid). Reaction SMILES: [C:1]1(P(C2C=CC=CC=2)C2C=CC=CC=2)C=CC=CC=1.Cl[S:21][C:22]1[CH:23]=[C:24]([CH:30]=[CH:31][C:32]=1[O:33][CH3:34])[C:25]([O:27]CC)=[O:26].Cl>C1(C)C=CC=CC=1>[CH3:34][O:33][C:32]1[CH:31]=[CH:30][C:24]([C:25]([OH:27])=[O:26])=[CH:23][C:22]=1[S:21][CH3:1]. Procedure details: Triphenylphosphine (20.5 g; 78.2 mmol) was introduced a little at a time into a solution of 5c (5.1 g; 18.3 mmol) in toluene (50 ml). The reaction mixture was stirred at room temperature for 4.5 h. The precipitate (triphenylphosphine oxide) was filtered off, and the yellow filtrate was extracted with 10% strength aqueous sodium hydroxide solution (4×). Dimethyl sulfate (2 ml) was added to the combined aqueous extract, and the reaction mixture was stirred at room temperature for 2 h. The precipit... The reactants are ClC1=CC(=C2C(=N1)N(C=C2)COCC[Si](C)(C)C)[N+](=O)[O-] (6-chloro-4-nitro-1-((2-(trimethylsilyl)ethoxy)methyl)-1H-pyrrolo[2,3-b]pyridine), C(=O)([O-])[O-].[K+].[K+] (K2CO3), OC1=C2C=CC=C(C2=CC=C1)C(=O)O (5-hydroxy-1-naphthoic acid), Cl (HCl). The solvent is CS(=O)C (DMSO). Reaction conditions: temperature 100 celsius, time 8 hour. Yields the product ClC1=CC(=C2C(=N1)N(C=C2)COCC[Si](C)(C)C)OC2=C1C=CC=C(C1=CC=C2)C(=O)O (5-(6-chloro-1-((2-(trimethylsilyl)ethoxy)methyl)-1H-pyrrolo[2,3-b]pyridin-4-yloxy)-1-naphthoic acid). Isolated yield 66.4%. As a reaction SMILES: [Cl:1][C:2]1[N:7]=[C:6]2[N:8]([CH2:11][O:12][CH2:13][CH2:14][Si:15]([CH3:18])([CH3:17])[CH3:16])[CH:9]=[CH:10][C:5]2=[C:4]([N+]([O-])=O)[CH:3]=1.C([O-])([O-])=O.[K+].[K+].[OH:28][C:29]1[CH:38]=[CH:37][CH:36]=[C:35]2[C:30]=1[CH:31]=[CH:32][CH:33]=[C:34]2[C:39]([OH:41])=[O:40].Cl>CS(C)=O>[Cl:1][C:2]1[N:7]=[C:6]2[N:8]([CH2:11][O:12][CH2:13][CH2:14][Si:15]([CH3:18])([CH3:17])[CH3:16])[CH:9]=[CH:10][C:5]2=[C:4]([O:28][C:29]2[CH:38]=[CH:37][CH:36]=[C:35]3[C:30]=2[CH:31]=[CH:32][CH:33]=[C:34]3[C:39]([OH:41])=[O:40])[CH:3]=1 |f:1.2.3|. Reported procedure: To a solution of 6-chloro-4-nitro-1-((2-(trimethylsilyl)ethoxy)methyl)-1H-pyrrolo[2,3-b]pyridine (400 mg, 1.22 mmol) in DMSO (4 mL) were added K2CO3 (507 mg, 3.67 mmol) and 5-hydroxy-1-naphthoic acid (230 mg, 1.22 mmol). The reaction mixture was stirred for overnight at 100° C. after which, It was cooled to room temperature. To the reaction mixture was added 1N HCl solution to reach pH=5. The produced solid was filtered and dried nitrogen gas flow. The title compound (380 mg, 66% yield) was used...